This data is from the Open Reaction Database (ORD), a public repository of structured organic reaction records. The task is: describe an organic reaction: reactants, conditions, products, and yield Starting materials: COC1=CC=C(C=O)C=C1 (4-Methoxybenzaldehyde), S1C(NC(C1)=O)=O (thiazolidine-2,4-dione), N1CCCCC1 (piperidine). Solvent: C(C)O (ethanol). Yields the product COC1=CC=C(C=C1)C=C1C(NC(S1)=O)=O (5-[(4-Methoxyphenyl)methylidene]thiazolidine-2,4-dione). Yield: 31.7%. Reaction SMILES: [CH3:1][O:2][C:3]1[CH:10]=[CH:9][C:6]([CH:7]=O)=[CH:5][CH:4]=1.[S:11]1[CH2:15][C:14](=[O:16])[NH:13][C:12]1=[O:17].N1CCCCC1>C(O)C>[CH3:1][O:2][C:3]1[CH:10]=[CH:9][C:6]([CH:7]=[C:15]2[S:11][C:12](=[O:17])[NH:13][C:14]2=[O:16])=[CH:5][CH:4]=1. Reported procedure: 4-Methoxybenzaldehyde (20.4 g, 150 mmol), thiazolidine-2,4-dione (21.1 g, 180 mmol), piperidine (12.8 g, 150 mmol) and ethanol (150 mL) were mixed and refluxed for 18 hours. After allowed to stand for cooling, the precipitated crystals were collected by filtration. These were washed with ethanol, and then dried to obtain 11.2 g (32%) of the title compound as yellow crystals. Moreover, the filtrate was made acidic with concentrated hydrochloric acid, and the precipitated crystals were collected b... Reactants: CCOC(C)=O, [Cl-], CC(=O)COc1ccc(Cl)cc1, N, [NH4+], N#C[Na], O. Yields the product CC(N)(C#N)COc1ccc(Cl)cc1. Reaction SMILES: [CH3:20][CH2:21][O:22][C:23](=[O:24])[CH3:25].[Cl-:16].[Cl:1][c:2]1[cH:3][cH:4][c:5]([O:6][CH2:7][C:8]([CH3:9])=[O:10])[cH:11][cH:12]1.[NH3:19].[NH4+:17].[Na:13][C:14]#[N:15].[OH2:18]>>[Cl:1][c:2]1[cH:3][cH:4][c:5]([O:6][CH2:7][C:8]([CH3:9])([C:14]#[N:15])[NH2:17])[cH:11][cH:12]1.